From a dataset of the Open Reaction Database (ORD), a public repository of structured organic reaction records. describe an organic reaction: reactants, conditions, products, and yield Starting materials: CCOC(=O)c1c(C=O)c2cc(F)ccc2n1Cc1cccc2ccccc12, CCO, Cl, NO, c1ccncc1. Product: CCOC(=O)c1c(C=NO)c2cc(F)ccc2n1Cc1cccc2ccccc12. Reaction SMILES: [CH2:1]([CH3:2])[O:3][C:4](=[O:5])[c:6]1[n:7]([CH2:18][c:19]2[cH:20][cH:21][cH:22][c:23]3[cH:24][cH:25][cH:26][cH:27][c:28]23)[c:8]2[cH:9][cH:10][c:11]([F:17])[cH:12][c:13]2[c:14]1[CH:15]=[O:16].[CH3:38][CH2:39][OH:40].[ClH:35].[NH2:36][OH:37].[cH:29]1[cH:30][cH:31][n:32][cH:33][cH:34]1>>[CH2:1]([CH3:2])[O:3][C:4](=[O:5])[c:6]1[n:7]([CH2:18][c:19]2[cH:20][cH:21][cH:22][c:23]3[cH:24][cH:25][cH:26][cH:27][c:28]23)[c:8]2[cH:9][cH:10][c:11]([F:17])[cH:12][c:13]2[c:14]1[CH:15]=[N:36][OH:37].